From a dataset of the Open Reaction Database (ORD), a public repository of structured organic reaction records. describe an organic reaction: reactants, conditions, products, and yield Starting materials: BrCC1=NC2=CC(=CC=C2C=C1)C(F)(F)F (2-bromomethyl-7-trifluoromethylquinoline), C([O-])([O-])=O.[Cs+].[Cs+] (caesium carbonate), [I-].[K+] (potassium iodide), FC(C1=CC=C2C=CC(=NC2=C1)COC=1C=C(N)C=CC1)(F)F (3-(7-trifluoromethyl-2-quinolinylmethoxy)aniline), C([O-])([O-])=O.[Na+].[Na+] (sodium carbonate), NC=1C=C(C=CC1)O (3-aminophenol). Run in CC(=O)C (acetone). Run at time 15 minute. The product is FC(C1=CC=C2C=CC(=NC2=C1)COC=1C=C(C=CC1)NC(CC(C(=O)O)(CC)CC)=O)(F)F (4-[3-(7-trifluoromethyl-2-quinolinylmethoxy)phenylamino]-2,2-diethyl-4-oxobutanoic acid). As a reaction SMILES: [F:1][C:2]([F:23])([F:22])[C:3]1[CH:12]=[C:11]2[C:6]([CH:7]=[CH:8][C:9]([CH2:13][O:14][C:15]3[CH:16]=[C:17]([CH:19]=[CH:20][CH:21]=3)[NH2:18])=[N:10]2)=[CH:5][CH:4]=1.[C:24](=[O:27])([O-])[O-:25].[Na+].[Na+].N[C:31]1C=[C:33]([OH:37])[CH:34]=[CH:35][CH:36]=1.Br[CH2:39][C:40]1C=CC2C(=CC(C(F)(F)F)=CC=2)N=1.C(=O)([O-])[O-].[Cs+].[Cs+].[I-].[K+]>CC(C)=O>[F:23][C:2]([F:22])([F:1])[C:3]1[CH:12]=[C:11]2[C:6]([CH:7]=[CH:8][C:9]([CH2:13][O:14][C:15]3[CH:16]=[C:17]([NH:18][C:33](=[O:37])[CH2:34][C:35]([CH2:36][CH3:31])([CH2:39][CH3:40])[C:24]([OH:25])=[O:27])[CH:19]=[CH:20][CH:21]=3)=[N:10]2)=[CH:5][CH:4]=1 |f:1.2.3,6.7.8,9.10|. Procedure: 3-(7-trifluoromethyl-2-quinolinylmethoxy)aniline: 3.0 g of sodium carbonate are added to a solution of 2.0 g of 3-aminophenol in 200 ml of acetone and the mixture is stirred for 15 min. at 50°. 5.2 g of 2-bromomethyl-7-trifluoromethylquinoline, 6.1 g of caesium carbonate and 0.1 g of potassium iodide are added thereto and boiling under reflux is carried out for 2 hours. The reaction mixture is filtered, the precipitate is washed with acetone and the filtrate is concentrated by evaporation. The r...